describe an organic reaction: reactants, conditions, products, and yield From a dataset of the Open Reaction Database (ORD), a public repository of structured organic reaction records. Starting materials: cis-1-benzyl-3-methyl-4-hydroxy-4-(2-methylbenzofur-7-yl)piperidine, C(C1=CC=CC=C1)N1CC(C(CC1)(C1=CC=CC=2C=C(OC21)C)OC(C(=O)C)=O)C (1-benzyl-3-methyl-4-(methyl oxoacetoxy)-4-(2-methylbenzofur-7-yl)piperidine), C(CCC)[SnH](CCCC)CCCC (tri(n-butyl)tin hydride). Yields the product C(C1=CC=CC=C1)N1C[C@H]([C@H](CC1)C1=CC=CC=2C=C(OC21)C)C (cis-1-benzyl-3-methyl-4-(2-methylbenzofur-7-yl)piperidine). RXN SMILES: [CH2:1]([N:8]1[CH2:13][CH2:12][C:11](OC(=O)C(C)=O)([C:14]2[C:22]3[O:21][C:20]([CH3:23])=[CH:19][C:18]=3[CH:17]=[CH:16][CH:15]=2)[CH:10]([CH3:30])[CH2:9]1)[C:2]1[CH:7]=[CH:6][CH:5]=[CH:4][CH:3]=1.C([SnH](CCCC)CCCC)CCC>>[CH2:1]([N:8]1[CH2:13][CH2:12][C@H:11]([C:14]2[C:22]3[O:21][C:20]([CH3:23])=[CH:19][C:18]=3[CH:17]=[CH:16][CH:15]=2)[C@H:10]([CH3:30])[CH2:9]1)[C:2]1[CH:7]=[CH:6][CH:5]=[CH:4][CH:3]=1. Reported procedure: Beginning with 1.06 gm (3.16 mMol) cis-1-benzyl-3-methyl-4-hydroxy-4-(2-methylbenzofur-7-yl)piperidine, 1-benzyl-3-methyl-4-(methyl oxoacetoxy)-4-(2-methylbenzofur-7-yl)piperidine was prepared essentially as described in EXAMPLE 16. This material was treated with tri(n-butyl)tin hydride essentially as described in EXAMPLE 16 to provide the desired compound. Starting materials: BrC1=CC=C(C=C1)Br (1,4-dibromobenzene), C(CCC)[Li] (n-butyllithium), FC1=CC=C(C=NC(CO)CC(C)C)C=C1 (2-[(4-fluorobenzylidene)-amino]-4-methylpentan-1-ol), O (water). Solvent: CCOCC (ether), CCOCC (ether). Conditions: temperature 0 celsius, time 2 hour. Product: BrC1=CC=C(C=C1)[C@@H](C1=CC=C(C=C1)F)N[C@H](CO)CC(C)C ((2S)-2-{(R)-[(4-bromophenyl)-(4-fluorophenyl)-methyl]-amino}-4-methylpentan-1-ol). As a reaction SMILES: Br[C:2]1[CH:7]=[CH:6][C:5]([Br:8])=[CH:4][CH:3]=1.C([Li])CCC.[F:14][C:15]1[CH:29]=[CH:28][C:18]([CH:19]=[N:20][CH:21]([CH2:24][CH:25]([CH3:27])[CH3:26])[CH2:22][OH:23])=[CH:17][CH:16]=1.O>CCOCC>[Br:8][C:5]1[CH:6]=[CH:7][C:2]([C@H:19]([NH:20][C@@H:21]([CH2:24][CH:25]([CH3:27])[CH3:26])[CH2:22][OH:23])[C:18]2[CH:17]=[CH:16][C:15]([F:14])=[CH:29][CH:28]=2)=[CH:3][CH:4]=1. Reported procedure: To a solution of 1,4-dibromobenzene (11.4 g, 48.35 mmol) in ether (120 mL) at −30° C. was added n-butyllithium (24.2 mL, 2.0M cyclohexane solution) over 10 minutes. The reaction mixture was stirred for 45 minutes, whereupon a solution of (S) 2-[(4-fluorobenzylidene)-amino]-4-methylpentan-1-ol (maximum 2.16 g, 9.67 mmol from the previous step) in ether (30 mL) was added dropwise. After 2 hours, during which the reaction mixture was allowed to warm to 0° C., water (200 mL) was added. The product w... Starting materials: C([O-])(O)=O.[Na+] (sodium bicarbonate), S(=O)(=O)([O-])[O-] (sulfate), C(C1=CC=CC=C1)(C1=CC=CC=C1)S(=O)CC(=O)O ((-)-benzhydrylsulfinylacetic acid). Solvent: O (water). Yields the product C(C1=CC=CC=C1)(C1=CC=CC=C1)S(=O)CC(=O)OC (methyl (-)-benzhydrylsulfinylacetate). Yield: 85.0%. As a reaction SMILES: [CH:1]([S:14]([CH2:16][C:17]([OH:19])=[O:18])=[O:15])([C:8]1[CH:13]=[CH:12][CH:11]=[CH:10][CH:9]=1)[C:2]1[CH:7]=[CH:6][CH:5]=[CH:4][CH:3]=1.[C:20](=O)(O)[O-].[Na+].S([O-])([O-])(=O)=O>O>[CH:1]([S:14]([CH2:16][C:17]([O:19][CH3:20])=[O:18])=[O:15])([C:8]1[CH:13]=[CH:12][CH:11]=[CH:10][CH:9]=1)[C:2]1[CH:3]=[CH:4][CH:5]=[CH:6][CH:7]=1 |f:1.2|. Reported procedure: A suspension of 16.45 g (0.06 mol) of (-)-benzhydrylsulfinylacetic acid in 300 ml of water is treated at 20° C. with 16.8 g (0.2 mol) of sodium bicarbonate and 18.8 ml (0.21 mol) of methyls sulfate, with stirring, the mixture is stirred for 16 to 18 hours at 20° C. and filtered and the material on the filter is washed with water and dried to give methyl (-)-benzhydrylsulfinylacetate with a yield of 85%.